This data is from the Open Reaction Database (ORD), a public repository of structured organic reaction records. The task is: describe an organic reaction: reactants, conditions, products, and yield Reactants: C[O-], CO, COC1OC(CO)C(O)C(O)C1Cl, [Na+]. Product: O=CC(Cl)C(O)C(O)C(O)CO. As a reaction SMILES: [CH3:14][O-:15].[CH3:17][OH:18].[Cl:1][CH:2]1[CH:3]([O:4][CH3:5])[O:6][CH:7]([CH2:12][OH:13])[CH:8]([OH:11])[CH:9]1[OH:10].[Na+:16]>>[Cl:1][CH:2]([CH:3]=[O:4])[CH:9]([CH:8]([CH:7]([OH:6])[CH2:12][OH:13])[OH:11])[OH:10]. Starting materials: C(C1=CC=CC=C1)N1C=NC=C1 (N-Benzylimidazole), N1C(=NC=C1)C=O (imidazole-2-carboxaldehyde), N1C(=NC=C1)C=O (imidazole-2-carboxaldehyde), N1C(=NC=C1)C=NNC(=S)SC (3-(2-imidazolylmethylene)dithio-carbazic acid, methyl ester), diphenyl ester, 3-(2-imidazolymethylene)-dithio-carbazic acid, methyl ester, OCC=1NC=CN1 (2-hydroxymethylimidazole), OCC=1NC=CN1 (2-hydroxymethylimidazole), C(NN)(=S)SC (methyl dithiocarbazate). Reagents/catalysts: C(C)(=O)O (acetic acid). Solvent: C(C)O (ethanol), C(C)O (ethanol). Product: N=1C=CN2C(NN=CC21)=S (Imidazo[1,2-d]-as-triazine-5(6H)-thione). As a reaction SMILES: C(N1C=CN=C1)C1C=CC=CC=1.OCC1NC=CN=1.N1C=CN=C1C=O.C(SC)(=S)NN.[NH:33]1[CH:37]=[CH:36][N:35]=[C:34]1[CH:38]=[N:39][NH:40][C:41]([S:43]C)=S>C(O)(=O)C.C(O)C>[N:33]1[CH:37]=[CH:36][N:35]2[C:34]=1[CH:38]=[N:39][NH:40][C:41]2=[S:43]. Reported procedure: N-Benzylimidazole is converted to 2-hydroxymethylimidazole by the method of R. G. Jones, J.A.C.S. 71, 383 (1949). The 2-hydroxymethylimidazole is converted to imidazole-2-carboxaldehyde by the method of H. Schubert and H. D. Rudorf, Angew. Chem. Intern. Ed., 5, 674 (1966). A 67.) gm. portion of imidazole-2-carboxaldehyde is added to 500 ml. of ethanol and warmed on a steam bath. An 85.4 gm. portion of methyl dithiocarbazate is added together with 200 ml. of ethanol. While the solution is warm, 2... Reactants: [N+](=O)([O-])C1=C(C=CC=C1)C(C)=O (1-(2-nitrophenyl)ethanone), NC1=C(C(=NN1)C1=CC=C(C=C1)OC1=CC=CC=C1)C#N (5-amino-3-(4-phenoxyphenyl)-1H-pyrazole-4-carbonitrile), NC=1C=C(C=CC1)C1=CC=NC=2N1N=C(C2C#N)C2=CC=C(C=C2)OC2=CC=CC=C2 (7-(3-aminophenyl)-2-(4-phenoxyphenyl)pyrazolo[1,5-a]pyrimidine-3-carbonitrile), ClCCC(=O)NC=1C=C(C=CC1)C1CCNC=2N1N=C(C2C(=O)N)C2=CC=C(C=C2)OC2=CC=CC=C2 (7-(3-(3-chloropropanamido)phenyl)-2-(4-phenoxyphenyl)-4,5,6,7-tetrahydropyrazolo[1,5-a]pyrimidine-3-carboxamide), compound 68. Yields the product NC1=C(C=CC=C1)C1CCNC=2N1N=C(C2C(=O)N)C2=CC=C(C=C2)OC2=CC=CC=C2 (7-(2-Aminophenyl)-2-(4-phenoxyphenyl)-4,5,6,7-tetrahydropyrazolo[1,5-a]pyrimidine-3-carboxamide). Reaction SMILES: [N+:1]([C:4]1[CH:9]=[CH:8][CH:7]=[CH:6][C:5]=1[C:10](=O)[CH3:11])([O-])=O.NC1NN=C(C2C=CC(OC3C=CC=CC=3)=CC=2)C=1C#N.NC1C=C(C2N3N=C(C4C=CC(OC5C=CC=CC=5)=CC=4)C(C#N)=C3N=CC=2)C=CC=1.ClCCC(NC1C=C(C2[N:82]3[N:83]=[C:84]([C:89]4[CH:94]=[CH:93][C:92]([O:95][C:96]5[CH:101]=[CH:100][CH:99]=[CH:98][CH:97]=5)=[CH:91][CH:90]=4)[C:85]([C:86]([NH2:88])=[O:87])=[C:81]3[NH:80][CH2:79]C2)C=CC=1)=O>>[NH2:1][C:4]1[CH:9]=[CH:8][CH:7]=[CH:6][C:5]=1[CH:10]1[N:82]2[N:83]=[C:84]([C:89]3[CH:94]=[CH:93][C:92]([O:95][C:96]4[CH:101]=[CH:100][CH:99]=[CH:98][CH:97]=4)=[CH:91][CH:90]=3)[C:85]([C:86]([NH2:88])=[O:87])=[C:81]2[NH:80][CH2:79][CH2:11]1. Procedure: The desired product was prepared from 1-(2-nitrophenyl)ethanone and 5-amino-3-(4-phenoxyphenyl)-1H-pyrazole-4-carbonitrile according to the procedures similar to those for 7-(3-aminophenyl)-2-(4-phenoxyphenyl)pyrazolo[1,5-a]pyrimidine-3-carbonitrile (step 4 to step 5), compound 2 (step 1 and 2) and compound 68 (step 8) under appropriate conditions recognized by one of ordinary skill in the art. 1H NMR (DMSO-d6) δ 7.48-7.44 (m, 2H), 7.40-7.33 (m, 2H), 7.15-7.09 (m, 1H), 7.05-6.97 (m, 4H), 6.92 (t... Starting materials: COC(=O)c1ccc(NC(=O)C(CC2CCCC2)c2ccc(Cl)c(Cl)c2)nc1, Cl, C1CCOC1, O. The product is O=C(O)c1ccc(NC(=O)C(CC2CCCC2)c2ccc(Cl)c(Cl)c2)nc1. RXN SMILES: [CH3:1][O:2][C:3]([c:4]1[cH:5][n:6][c:7]([NH:10][C:11]([CH:12]([CH2:13][CH:14]2[CH2:15][CH2:16][CH2:17][CH2:18]2)[c:19]2[cH:20][c:21]([Cl:26])[c:22]([Cl:25])[cH:23][cH:24]2)=[O:27])[cH:8][cH:9]1)=[O:28].[ClH:29].[O:30]1[CH2:31][CH2:32][CH2:33][CH2:34]1.[OH2:35]>>[O:2]=[C:3]([c:4]1[cH:5][n:6][c:7]([NH:10][C:11]([CH:12]([CH2:13][CH:14]2[CH2:15][CH2:16][CH2:17][CH2:18]2)[c:19]2[cH:20][c:21]([Cl:26])[c:22]([Cl:25])[cH:23][cH:24]2)=[O:27])[cH:8][cH:9]1)[OH:28]. Starting materials: COCOCCc1ccc(Br)cc1, [Li]CCCC, CCCCCC, CN(C)C=O, [Cl-], [NH4+], C1CCOC1. The product is COCOCCc1ccc(C=O)cc1. As a reaction SMILES: [Br:1][c:2]1[cH:3][cH:4][c:5]([CH2:8][CH2:9][O:10][CH2:11][O:12][CH3:13])[cH:6][cH:7]1.[CH2:20]([Li:21])[CH2:22][CH2:23][CH3:24].[CH3:14][CH2:15][CH2:16][CH2:17][CH2:18][CH3:19].[CH3:25][N:26]([CH:27]=[O:28])[CH3:29].[Cl-:30].[NH4+:31].[O:32]1[CH2:33][CH2:34][CH2:35][CH2:36]1>>[c:2]1([CH:27]=[O:28])[cH:3][cH:4][c:5]([CH2:8][CH2:9][O:10][CH2:11][O:12][CH3:13])[cH:6][cH:7]1. The reactants are [Li]CCCC, C#Cc1ccc2c(c1)C(C)(C)CCO2, CCCCCC, [Cl-], [Cl-], CCOC(=O)c1ccc(Cl)nc1, C1CCOC1, [Zn+2]. The product is CCOC(=O)c1ccc(C#Cc2ccc3c(c2)C(C)(C)CCO3)nc1. Reaction SMILES: [CH2:15]([Li:16])[CH2:17][CH2:18][CH3:19].[CH3:1][C:2]1([CH3:14])[CH2:3][CH2:4][O:5][c:6]2[cH:7][cH:8][c:9]([C:12]#[CH:13])[cH:10][c:11]21.[CH3:32][CH2:33][CH2:34][CH2:35][CH2:36][CH3:37].[Cl-:43].[Cl-:45].[Cl:20][c:21]1[n:22][cH:23][c:24]([C:25](=[O:26])[O:27][CH2:28][CH3:29])[cH:30][cH:31]1.[O:38]1[CH2:39][CH2:40][CH2:41][CH2:42]1.[Zn+2:44]>>[CH3:1][C:2]1([CH3:14])[CH2:3][CH2:4][O:5][c:6]2[cH:7][cH:8][c:9]([C:12]#[C:13][c:21]3[n:22][cH:23][c:24]([C:25](=[O:26])[O:27][CH2:28][CH3:29])[cH:30][cH:31]3)[cH:10][c:11]21. Reactants: acetate salt, CC=1N(C=2C(=NC=C(C2)C=2C=CC3=C(CNCCO3)C2)N1)C(=O)OCC(C)C (2-methylpropyl 2-methyl-6-(2,3,4,5-tetrahydro-1,4-benzoxazepin-7-yl)-1H-imidazo[4,5-b]pyridine-1-carboxylate), N(=[N+]=[N-])CC1=NC=2CCC(CC2C(=N1)Cl)(C)C (2-(azidomethyl)-4-chloro-6,6-dimethyl-5,6,7,8-tetrahydroquinazoline), [N-]=[N+]=[N-] (azide), amine. The product is CC1(CC=2C(=NC(=NC2CC1)CN)N1CCOC2=C(C1)C=C(C=C2)C=2C=C1C(=NC2)N=C(N1)C)C (1-{6,6-dimethyl-4-[7-(2-methyl-1H-imidazo[4,5-b]pyridin-6-yl)-2,3-dihydro-1,4-benzoxazepin-4(5H)-yl]-5,6,7,8-tetrahydroquinazolin-2-yl}methanamine). As a reaction SMILES: [CH3:1][C:2]1[N:3](C(OCC(C)C)=O)[C:4]2[C:5]([N:21]=1)=[N:6][CH:7]=[C:8]([C:10]1[CH:11]=[CH:12][C:13]3[O:19][CH2:18][CH2:17][NH:16][CH2:15][C:14]=3[CH:20]=1)[CH:9]=2.[N:29]([CH2:32][C:33]1[N:42]=[C:41](Cl)[C:40]2[CH2:39][C:38]([CH3:45])([CH3:44])[CH2:37][CH2:36][C:35]=2[N:34]=1)=[N+]=[N-].[N-]=[N+]=[N-]>>[CH3:44][C:38]1([CH3:45])[CH2:37][CH2:36][C:35]2[N:34]=[C:33]([CH2:32][NH2:29])[N:42]=[C:41]([N:16]3[CH2:15][C:14]4[CH:20]=[C:10]([C:8]5[CH:9]=[C:4]6[NH:3][C:2]([CH3:1])=[N:21][C:5]6=[N:6][CH:7]=5)[CH:11]=[CH:12][C:13]=4[O:19][CH2:18][CH2:17]3)[C:40]=2[CH2:39]1. Procedure details: Prepared as an acetate salt by the method of example 6 using 2-methylpropyl 2-methyl-6-(2,3,4,5-tetrahydro-1,4-benzoxazepin-7-yl)-1H-imidazo[4,5-b]pyridine-1-carboxylate and 2-(azidomethyl)-4-chloro-6,6-dimethyl-5,6,7,8-tetrahydroquinazoline (reagent preparation 45) in step 3 followed by reduction of the azide to the amine (LaRock, R. C. Comprehensive Organic Transformations: A Guide to Functional Group Preparations 1989, VCH Publishers, Inc., New York). 1H NMR (400 MHz, DMSO-d6) δ 8.52 (d, 1H),...